From a dataset of the Open Reaction Database (ORD), a public repository of structured organic reaction records. describe an organic reaction: reactants, conditions, products, and yield Reactants: C1CCNC1, CCc1c(-c2ccc(OCc3ccccc3)cc2)c2c(COCCCCCl)cc3c(OCc4ccccc4)ccc1n32, CCO, CN(C)C=O, CCOC(C)=O, [H-], [Na+], O. Yields the product CCc1c(-c2ccc(OCc3ccccc3)cc2)c2c(COCCCCN3CCCC3)cc3c(OCc4ccccc4)ccc1n32. As a reaction SMILES: [CH2:1]1[CH2:2][CH2:3][NH:4][CH2:5]1.[CH2:8]([c:9]1[cH:10][cH:11][cH:12][cH:13][cH:14]1)[O:15][c:16]1[c:17]2[n:18]3[c:19]([c:20](-[c:27]4[cH:28][cH:29][c:30]([O:33][CH2:34][c:35]5[cH:36][cH:37][cH:38][cH:39][cH:40]5)[cH:31][cH:32]4)[c:21]([CH2:25][CH3:26])[c:22]3[cH:23][cH:24]1)[c:41]([CH2:43][O:44][CH2:45][CH2:46][CH2:47][CH2:48][Cl:49])[cH:42]2.[CH3:50][CH2:51][OH:52].[CH3:53][N:54]([CH3:55])[CH:56]=[O:57].[CH3:59][CH2:60][O:61][C:62](=[O:63])[CH3:64].[H-:6].[Na+:7].[OH2:58]>>[CH2:1]1[CH2:2][CH2:3][N:4]([CH2:48][CH2:47][CH2:46][CH2:45][O:44][CH2:43][c:41]2[c:19]3[n:18]4[c:17]([c:16]([O:15][CH2:8][c:9]5[cH:10][cH:11][cH:12][cH:13][cH:14]5)[cH:24][cH:23][c:22]4[c:21]([CH2:25][CH3:26])[c:20]3-[c:27]3[cH:28][cH:29][c:30]([O:33][CH2:34][c:35]4[cH:36][cH:37][cH:38][cH:39][cH:40]4)[cH:31][cH:32]3)[cH:42]2)[CH2:5]1. RXN SMILES: [CH2:1]([CH3:2])[O:3][C:4](=[O:5])[C:6]1([c:9]2[cH:10][cH:11][c:12](-[c:15]3[cH:16][cH:17][c:18](-[c:21]4[c:22]([C:27](=[O:28])[O:29][CH2:30][c:31]5[cH:32][cH:33][cH:34][cH:35][cH:36]5)[c:23]([CH3:26])[n:24][o:25]4)[cH:19][cH:20]3)[cH:13][cH:14]2)[CH2:7][CH2:8]1.[CH3:39][CH2:40][O:41][C:42](=[O:43])[CH3:44].[CH3:45][CH2:46][OH:47].[H:37][H:38]>>[CH2:1]([CH3:2])[O:3][C:4](=[O:5])[C:6]1([c:9]2[cH:10][cH:11][c:12](-[c:15]3[cH:16][cH:17][c:18](-[c:21]4[c:22]([C:27](=[O:28])[OH:29])[c:23]([CH3:26])[n:24][o:25]4)[cH:19][cH:20]3)[cH:13][cH:14]2)[CH2:7][CH2:8]1. Yields the product CCOC(=O)C1(c2ccc(-c3ccc(-c4onc(C)c4C(=O)O)cc3)cc2)CC1. Starting materials: CCOC(=O)C1(c2ccc(-c3ccc(-c4onc(C)c4C(=O)OCc4ccccc4)cc3)cc2)CC1, CCOC(C)=O, CCO, [H][H]. Starting materials: PdCl2(dppf)CH2Cl2, C(C1=CC=CC=C1)OC(=O)N1CC2(CC2)CC1C=1NC(=CN1)C=1C=CC2=C(OC3=C2C=CC(=C3)Br)C1 (6-[5-(7-bromo-dibenzofuran-3-yl)-1H-imidazol-2-yl]-5-aza-spiro[2.4]heptane-5-carboxylic acid benzyl ester), C(C)(C)(C)OC(=O)N1C2CCC(C1C1=NC3=C(N1)C=C(C=C3)B3OC(C(O3)(C)C)(C)C)C2 (3-[6-(4,4,5,5-Tetramethyl-[1,3,2]dioxaborolan-2-yl)-1H-benzoimidazol-2-yl]-2-aza-bicyclo[2.2.1]heptane-2-carboxylic acid tert-butyl ester), C([O-])([O-])=O.[K+].[K+] (potassium carbonate). The reagents and catalysts are C=1C=CC(=CC1)[P](C=2C=CC=CC2)(C=3C=CC=CC3)[Pd]([P](C=4C=CC=CC4)(C=5C=CC=CC5)C=6C=CC=CC6)([P](C=7C=CC=CC7)(C=8C=CC=CC8)C=9C=CC=CC9)[P](C=1C=CC=CC1)(C=1C=CC=CC1)C=1C=CC=CC1 (Pd(PPh3)4). The solvent is CCOC(=O)C (EtOAc), COCCOC (DME), O (water). The product is C(C)(C)(C)OC(=O)N1C2CCC(C1)C2 (2-aza-bicyclo[2.2.1]heptane-2-carboxylic acid tert-butyl ester). Isolated yield 267.5%. Reaction SMILES: C(OC(N1C(C2NC(C3C=CC4C5C=CC(Br)=CC=5OC=4C=3)=CN=2)CC2(CC2)C1)=O)C1C=CC=CC=1.[C:37]([O:41][C:42]([N:44]1[CH:49](C2NC3C=C(B4OC(C)(C)C(C)(C)O4)C=CC=3N=2)[CH:48]2[CH2:68][CH:45]1[CH2:46][CH2:47]2)=[O:43])([CH3:40])([CH3:39])[CH3:38].C(=O)([O-])[O-].[K+].[K+]>COCCOC.O.CCOC(C)=O.C1C=CC([P]([Pd]([P](C2C=CC=CC=2)(C2C=CC=CC=2)C2C=CC=CC=2)([P](C2C=CC=CC=2)(C2C=CC=CC=2)C2C=CC=CC=2)[P](C2C=CC=CC=2)(C2C=CC=CC=2)C2C=CC=CC=2)(C2C=CC=CC=2)C2C=CC=CC=2)=CC=1>[C:37]([O:41][C:42]([N:44]1[CH2:49][CH:48]2[CH2:68][CH:45]1[CH2:46][CH2:47]2)=[O:43])([CH3:40])([CH3:38])[CH3:39] |f:2.3.4,^1:91,93,112,131|. Procedure details: To the solution of 6-[5-(7-bromo-dibenzofuran-3-yl)-1H-imidazol-2-yl]-5-aza-spiro[2.4]heptane-5-carboxylic acid benzyl ester (150 mg, 0.28 mmol) and 3-[6-(4,4,5,5-Tetramethyl-[1,3,2]dioxaborolan-2-yl)-1H-benzoimidazol-2-yl]-2-aza-bicyclo[2.2.1]heptane-2-carboxylic acid tert-butyl ester (160 mg, 0.36 mmol) in DME (2.25 ml) and water (0.75 ml) was added potassium carbonate (78 mg, 0.56 mmol), followed by Pd(PPh3)4 (15 mg) and PdCl2(dppf)CH2Cl2 (15 mg). The mixture was heated at 90 C for 16 hours. ...